Dataset: the Open Reaction Database (ORD), a public repository of structured organic reaction records. Task: describe an organic reaction: reactants, conditions, products, and yield Solvent: CCOC(=O)C (EtOAc), C(Cl)Cl (CH2Cl2), C(Cl)Cl (CH2Cl2), CCOC(=O)C (EtOAc). Yields the product BrC1=CC(=C(C=C1)S(=O)(=O)N1CCC(CC1)CNC1=NC2=CC=CC=C2C(=N1)N(C)C)OC(F)(F)F (N2-[1-(4-bromo-2-trifluoromethoxy-benzenesulfonyl)-piperidin-4-ylmethyl]-N4,N4-dimethyl-quinazoline-2,4-diamine). The reactants are Cl (hydrogen chloride), BrC1=CC(=C(C=C1)S(=O)(=O)Cl)OC(F)(F)F (4-bromo-2-trifluoromethoxy-benzenesulfonyl chloride), C(C)(C)(C)OC(=O)N1CCC(CC1)CNC1=NC2=CC=CC=C2C(=N1)N(C)C (4-[(4-dimethylamino-quinazolin-2-ylamino)-methyl]-piperidine-1-carboxylic acid tert-butyl ester), C(C)(C)N(CC)C(C)C (diisopropylethylamine). Conditions: time 1 hour. Isolated yield 54.9%. Reaction SMILES: C(OC([N:8]1[CH2:13][CH2:12][CH:11]([CH2:14][NH:15][C:16]2[N:25]=[C:24]([N:26]([CH3:28])[CH3:27])[C:23]3[C:18](=[CH:19][CH:20]=[CH:21][CH:22]=3)[N:17]=2)[CH2:10][CH2:9]1)=O)(C)(C)C.Cl.C(N(C(C)C)CC)(C)C.[Br:39][C:40]1[CH:45]=[CH:44][C:43]([S:46](Cl)(=[O:48])=[O:47])=[C:42]([O:50][C:51]([F:54])([F:53])[F:52])[CH:41]=1>CCOC(C)=O.C(Cl)Cl>[Br:39][C:40]1[CH:45]=[CH:44][C:43]([S:46]([N:8]2[CH2:9][CH2:10][CH:11]([CH2:14][NH:15][C:16]3[N:25]=[C:24]([N:26]([CH3:27])[CH3:28])[C:23]4[C:18](=[CH:19][CH:20]=[CH:21][CH:22]=4)[N:17]=3)[CH2:12][CH2:13]2)(=[O:48])=[O:47])=[C:42]([O:50][C:51]([F:53])([F:52])[F:54])[CH:41]=1. Procedure: To a suspension of 4-[(4-dimethylamino-quinazolin-2-ylamino)-methyl]-piperidine-1-carboxylic acid tert-butyl ester (500 mg, 1.30 mmol) in EtOAc (5 mL) was added 4 M hydrogen chloride in EtOAc (5 mL). The mixture was stirred at ambient temperature for 1 hr and concentrated to give a white solid. To a suspension of the above solid in CH2Cl2 (5 mL) was added diisopropylethylamine (480 μL, 2.76 mmol). The mixture was cooled to 4° C. and a solution of 4-bromo-2-trifluoromethoxy-benzenesulfonyl chlori... RXN SMILES: [Br:13][N:14]1[C:15](=[O:16])[CH2:17][CH2:18][C:19]1=[O:20].[CH3:22][N:23]([CH3:24])[CH:25]=[O:26].[NH2:1][c:2]1[cH:3][cH:4][cH:5][c:6]2[c:10]1[O:9][C:8]([CH3:11])([CH3:12])[CH2:7]2.[OH2:21]>>[NH2:1][c:2]1[cH:3][cH:4][c:5]([Br:13])[c:6]2[c:10]1[O:9][C:8]([CH3:11])([CH3:12])[CH2:7]2. Reactants: O=C1CCC(=O)N1Br, CN(C)C=O, CC1(C)Cc2cccc(N)c2O1, O. Product: CC1(C)Cc2c(Br)ccc(N)c2O1. The reactants are OC=1C=C2C=CC=NC2=CC1 (6-hydroxyquinoline), S(=O)(=O)(OC[C@H]1CO1)C1=CC=C(C)C=C1 ((R)-(−)-glycidyl tosylate), [H-].[Na+] (Sodium hydride). Procedure: Sodium hydride (60 weight %; 0.36 g; 9.0 mmol) is washed with hexanes (3×5 mL) under an argon blanket. DMF (3 mL) is then added at ambient temperature and the stirred slurry is cooled to 5° C. A solution of 6-hydroxyquinoline (1.00 g; 6.9 mmol) in DMF (13 mL) is added dropwise over 10 minutes. The resulting mixture is allowed to warm to ambient temperature over 30 minutes affording a clear, reddish-brown solution. A solution of (R)-(−)-glycidyl tosylate (2.04 g; 9.0 mmol) in DMF (10 mL) is added... Run in CN(C)C=O (DMF), CN(C)C=O (DMF), CN(C)C=O (DMF), hexanes. Yields the product O1[C@H](C1)COC=1C=C2C=CC=NC2=CC1 ((R)-6-oxiranylmethoxy-quinoline). Run at temperature 5 celsius, time 13 hour. Yield: 67.7%. Reaction SMILES: [H-].[Na+].[OH:3][C:4]1[CH:5]=[C:6]2[C:11](=[CH:12][CH:13]=1)[N:10]=[CH:9][CH:8]=[CH:7]2.S(C1C=CC(C)=CC=1)(O[CH2:18][C@@H:19]1[O:21][CH2:20]1)(=O)=O>CN(C=O)C>[O:21]1[CH2:20][C@@H:19]1[CH2:18][O:3][C:4]1[CH:5]=[C:6]2[C:11](=[CH:12][CH:13]=1)[N:10]=[CH:9][CH:8]=[CH:7]2 |f:0.1|. Reaction SMILES: [CH3:1][c:2]1[c:3]([C:4](=[O:5])[O:6][CH3:7])[c:8]([CH2:12][O:13][c:14]2[cH:15][c:16]([O:20][CH2:21][c:22]3[n:23][c:24]4[cH:25][cH:26][cH:27][cH:28][c:29]4[cH:30][cH:31]3)[cH:17][cH:18][cH:19]2)[cH:9][cH:10][cH:11]1.[CH3:35][CH2:36][OH:37].[ClH:34].[Na+:33].[OH-:32]>>[CH3:1][c:2]1[c:3]([C:4](=[O:5])[OH:6])[c:8]([CH2:12][O:13][c:14]2[cH:15][c:16]([O:20][CH2:21][c:22]3[n:23][c:24]4[cH:25][cH:26][cH:27][cH:28][c:29]4[cH:30][cH:31]3)[cH:17][cH:18][cH:19]2)[cH:9][cH:10][cH:11]1. Starting materials: COC(=O)c1c(C)cccc1COc1cccc(OCc2ccc3ccccc3n2)c1, CCO, Cl, [Na+], [OH-]. The product is Cc1cccc(COc2cccc(OCc3ccc4ccccc4n3)c2)c1C(=O)O. The reactants are ClC1=NC=C(C(=N1)Cl)F (2,4-dichloro-5-fluoropyrimidine), NC=1C=NC(=CC1)OC (3-amino-6-methoxypyridine). Yields the product ClC1=NC=C(C(=N1)NC=1C=NC(=CC1)OC)F (2-chloro-5-fluoro-N4-(6-methoxypyridin-3-yl)-4-pyrimidineamine). Reaction SMILES: [Cl:1][C:2]1[N:7]=[C:6](Cl)[C:5]([F:9])=[CH:4][N:3]=1.[NH2:10][C:11]1[CH:12]=[N:13][C:14]([O:17][CH3:18])=[CH:15][CH:16]=1>>[Cl:1][C:2]1[N:7]=[C:6]([NH:10][C:11]2[CH:12]=[N:13][C:14]([O:17][CH3:18])=[CH:15][CH:16]=2)[C:5]([F:9])=[CH:4][N:3]=1. Procedure details: In like manner to the preparation of 2-chloro-5-fluoro-N4-[3-(1H-tetrazol-5-yl)phenyl]-4-pyrimidineamine the reaction of 2,4-dichloro-5-fluoropyrimidine with 3-amino-6-methoxypyridine gave 2-chloro-5-fluoro-N4-(6-methoxypyridin-3-yl)-4-pyrimidineamine. 1H NMR (CD3OD): δ 8.39 (d, 1H, J=3.0 Hz), 8.10 (d, 1H, J=3.6 Hz), 7.95 (dd, 1H, J=2.4 and 9 Hz), 8.30 (d, 1H, J=9 Hz), 3.91 (s, 3H); 19F NMR (CD3OD): −44737; LCMS: purity: 97%; MS (m/e): 255 (M+). Starting materials: NC1=CC=C(C=N1)OC=1C=CC(=C(C1)NC(=O)C1=CC(=NN1C)C)F (N-{5-[(6-aminopyridin-3-yl)oxy]-2-fluorophenyl}-1,3-dimethyl-1H-pyrazole-5-carboxamide), N(=C=S)C(=O)OCC (ethyl isothiocyanatoformate). Run at time 15 hour. Run in O (water), CS(=O)C (DMSO). Yields the product CN1N=C(C=C1C(=O)NC=1C=C(OC=2C=CC(=NC2)NC(=S)NC(OCC)=O)C=CC1F)C (ethyl ({[5-(3-{[(1,3-dimethyl-1H-pyrazol-5-yl)carbonyl]amino}-4-fluorophenoxy)pyridin-2-yl]amino}carbonothioyl)carbamate). The yield is 97.8%. Procedure: To a solution of N-{5-[(6-aminopyridin-3-yl)oxy]-2-fluorophenyl}-1,3-dimethyl-1H-pyrazole-5-carboxamide (860 mg, 2.51 mmol) in DMSO (5 mL) was added ethyl isothiocyanatoformate (428 mg, 3.27 mmol), and the mixture was stirred for 15 hr. The reaction mixture was diluted with water and extracted with ethyl acetate (×3). The organic layer was washed with saturated brine, dried over anhydrous magnesium sulfate and filtrated. The filtrate was concentrated under reduced pressure, and the residue was d... As a reaction SMILES: [NH2:1][C:2]1[N:7]=[CH:6][C:5]([O:8][C:9]2[CH:10]=[CH:11][C:12]([F:25])=[C:13]([NH:15][C:16]([C:18]3[N:22]([CH3:23])[N:21]=[C:20]([CH3:24])[CH:19]=3)=[O:17])[CH:14]=2)=[CH:4][CH:3]=1.[N:26]([C:29]([O:31][CH2:32][CH3:33])=[O:30])=[C:27]=[S:28]>CS(C)=O.O>[CH3:23][N:22]1[C:18]([C:16]([NH:15][C:13]2[CH:14]=[C:9]([CH:10]=[CH:11][C:12]=2[F:25])[O:8][C:5]2[CH:4]=[CH:3][C:2]([NH:1][C:27]([NH:26][C:29](=[O:30])[O:31][CH2:32][CH3:33])=[S:28])=[N:7][CH:6]=2)=[O:17])=[CH:19][C:20]([CH3:24])=[N:21]1.